Dataset: the Open Reaction Database (ORD), a public repository of structured organic reaction records. Task: describe an organic reaction: reactants, conditions, products, and yield Starting materials: ClCCl, OCCO, CC12CCC(=O)CC1CCC1C2CCC2(C)C1CCC2(C)O. Product: CC12CCC3(CC1CCC1C2CCC2(C)C1CCC2(C)O)OCCO3. Reaction SMILES: [CH2:27]([Cl:28])[Cl:29].[OH:1][CH2:2][CH2:3][OH:4].[OH:5][C:6]1([CH3:26])[C:7]2([CH3:8])[CH:9]([CH2:10][CH2:11]1)[CH:12]1[CH2:13][CH2:14][CH:15]3[CH2:16][C:17](=[O:25])[CH2:18][CH2:19][C:20]3([CH3:21])[CH:22]1[CH2:23][CH2:24]2>>[O:1]1[CH2:2][CH2:3][O:4][C:17]12[CH2:16][CH:15]1[CH2:14][CH2:13][CH:12]3[CH:9]4[C:7]([CH3:8])([C:6]([OH:5])([CH3:26])[CH2:11][CH2:10]4)[CH2:24][CH2:23][CH:22]3[C:20]1([CH3:21])[CH2:19][CH2:18]2. Starting materials: CO, CCOC(=O)c1sc(C2CCCCC2)nc1C, [Na+], [OH-]. Product: Cc1nc(C2CCCCC2)sc1C(=O)O. As a reaction SMILES: [CH3:20][OH:21].[CH:1]1([c:7]2[s:8][c:9]([C:13](=[O:14])[O:15][CH2:16][CH3:17])[c:10]([CH3:12])[n:11]2)[CH2:2][CH2:3][CH2:4][CH2:5][CH2:6]1.[Na+:19].[OH-:18]>>[CH:1]1([c:7]2[s:8][c:9]([C:13](=[O:14])[OH:15])[c:10]([CH3:12])[n:11]2)[CH2:2][CH2:3][CH2:4][CH2:5][CH2:6]1.